Dataset: the Open Reaction Database (ORD), a public repository of structured organic reaction records. Task: describe an organic reaction: reactants, conditions, products, and yield The reactants are N1=CC=C(C=C1)CC(=O)OC (Methyl 2-(pyrid-4-yl)acetate), stainless steel. Run in C(CC)N (n-propylamine). Yields the product C(CC)NC(CC1CCNCC1)=O (N-n-propyl-2-(piperid-4-yl) acetamide). Reaction SMILES: [N:1]1[CH:6]=[CH:5][C:4]([CH2:7][C:8]([O:10]C)=O)=[CH:3][CH:2]=1>C(N)CC>[CH2:2]([NH:1][C:8](=[O:10])[CH2:7][CH:4]1[CH2:3][CH2:2][NH:1][CH2:6][CH2:5]1)[CH2:3][CH3:4]. Procedure: Methyl 2-(pyrid-4-yl)acetate (10 g.), n-propylamine (30 ml.) and 3 A molecular sieves (10 g.) were heated together at 100° for 148 hours in a stainless steel bomb. Excess amine and molecular sieves were removed and the crude product in glacial acetic acid (100 ml.) was hydrogenated over platinum oxide catalyst at 30°/50 p.s.i. until uptake of hydrogen ceased. The catalyst was removed by filtration, the excess acetic acid distilled off in vacuo, and the residue basified with aqueous sodium bicarb... The reactants are O=C([O-])[O-], [Cs+], [Cs+], COc1c([N+](=O)[O-])ccnc1C#N, CN(C)C=O, c1c[nH]cn1. Yields the product COc1c(-n2ccnc2)ccnc1C#N. As a reaction SMILES: [C:6](=[O:7])([O-:8])[O-:9].[Cs+:10].[Cs+:11].[N+:12]([O-:13])(=[O:14])[c:15]1[c:16]([O:23][CH3:24])[c:17]([C:21]#[N:22])[n:18][cH:19][cH:20]1.[O:25]=[CH:26][N:27]([CH3:28])[CH3:29].[nH:1]1[cH:2][n:3][cH:4][cH:5]1>>[n:1]1(-[c:15]2[c:16]([O:23][CH3:24])[c:17]([C:21]#[N:22])[n:18][cH:19][cH:20]2)[cH:2][n:3][cH:4][cH:5]1. Starting materials: O=C([O-])[O-], CCI, CC#N, CC(C)C(=O)Oc1c(-c2ncc(Cl)cc2Cl)c(=O)[nH]c2nccnc12, [K+], [K+]. Yields the product CCn1c(=O)c(-c2ncc(Cl)cc2Cl)c(OC(=O)C(C)C)c2nccnc21. RXN SMILES: [C:26](=[O:27])([O-:28])[O-:29].[CH2:32]([CH3:33])[I:34].[CH3:35][C:36]#[N:37].[Cl:1][c:2]1[c:3](-[c:9]2[c:10]([O:20][C:21]([CH:22]([CH3:23])[CH3:24])=[O:25])[c:11]3[c:12]([n:13][cH:14][cH:15][n:16]3)[nH:17][c:18]2=[O:19])[n:4][cH:5][c:6]([Cl:8])[cH:7]1.[K+:30].[K+:31]>>[Cl:1][c:2]1[c:3](-[c:9]2[c:10]([O:20][C:21]([CH:22]([CH3:23])[CH3:24])=[O:25])[c:11]3[c:12]([n:13][cH:14][cH:15][n:16]3)[n:17]([CH2:32][CH3:33])[c:18]2=[O:19])[n:4][cH:5][c:6]([Cl:8])[cH:7]1. Reactants: C(=O)(OC(C)(C)C)N1CCN(CC1)C=1C=C(C=CC1)C1CC(=NN1C1=C(C=C(C=C1)F)F)C(C(F)(F)F)(F)F (5-[3-(4-BOC-piperazin-1-yl)-phenyl]-1-(2,4-difluoro-phenyl)-3-pentafluoroethyl-4,5-dihydro-1H-pyrazole), Cl (hydrochloric acid). Run in C(C)(=O)OCC (ethyl acetate). Conditions: time 2 hour. Product: Cl.N1(CCNCC1)C=1C=C(C=CC1)C1CC(=NN1C1=C(C=C(C=C1)F)F)C(C(F)(F)F)(F)F (5-[3-(piperazin-1-yl)-phenyl]-1-(2,4-difluoro-phenyl)-3-pentafluoroethyl-4,5-dihydro-1H-pyrazole hydrochloride). As a reaction SMILES: C([N:8]1[CH2:13][CH2:12][N:11]([C:14]2[CH:15]=[C:16]([CH:20]3[N:24]([C:25]4[CH:30]=[CH:29][C:28]([F:31])=[CH:27][C:26]=4[F:32])[N:23]=[C:22]([C:33]([F:39])([F:38])[C:34]([F:37])([F:36])[F:35])[CH2:21]3)[CH:17]=[CH:18][CH:19]=2)[CH2:10][CH2:9]1)(OC(C)(C)C)=O.[ClH:40]>C(OCC)(=O)C>[ClH:40].[N:11]1([C:14]2[CH:15]=[C:16]([CH:20]3[N:24]([C:25]4[CH:30]=[CH:29][C:28]([F:31])=[CH:27][C:26]=4[F:32])[N:23]=[C:22]([C:33]([F:39])([F:38])[C:34]([F:35])([F:36])[F:37])[CH2:21]3)[CH:17]=[CH:18][CH:19]=2)[CH2:10][CH2:9][NH:8][CH2:13][CH2:12]1 |f:3.4|. Reported procedure: 5-[3-(4-BOC-piperazin-1-yl)-phenyl]-1-(2,4-difluoro-phenyl)-3-pentafluoroethyl-4,5-dihydro-1H-pyrazole (760.0 mg, 1.6 mmol) prepared in Example 95 was added to a saturated solution of hydrochloric acid in ethyl acetate (10.0 mL). The reaction mixture was stirred at room temperature for 2 hours and then concentrated under reduced pressure to give 700.0 mg of the titled compound as a brown liquid. Starting materials: CS(=O)(=O)c1ccc(-c2noc(C(F)(F)Br)c2-c2ccccc2)cc1, CC#N, [F-], [K+], O. Yields the product CS(=O)(=O)c1ccc(-c2noc(C(F)(F)F)c2-c2ccccc2)cc1. Reaction SMILES: [Br:1][C:2]([c:3]1[c:4](-[c:18]2[cH:19][cH:20][cH:21][cH:22][cH:23]2)[c:5](-[c:8]2[cH:9][cH:10][c:11]([S:14](=[O:15])(=[O:16])[CH3:17])[cH:12][cH:13]2)[n:6][o:7]1)([F:24])[F:25].[CH3:28][C:29]#[N:30].[F-:26].[K+:27].[OH2:31]>>[C:2]([c:3]1[c:4](-[c:18]2[cH:19][cH:20][cH:21][cH:22][cH:23]2)[c:5](-[c:8]2[cH:9][cH:10][c:11]([S:14](=[O:15])(=[O:16])[CH3:17])[cH:12][cH:13]2)[n:6][o:7]1)([F:24])([F:25])[F:26].